Dataset: the Open Reaction Database (ORD), a public repository of structured organic reaction records. Task: describe an organic reaction: reactants, conditions, products, and yield Reactants: CC(=O)O, COc1cc(C=C(NC(C)=O)C(=O)O)ccc1O, COc1ccccc1CP(C)c1ccccc1, CO, [H][H], [Na+], [OH-], O, [Rh], c1ccccc1. Product: CC(=O)[O-], COc1cc(CC(NC(C)=O)C(=O)O)ccc1O. Reaction SMILES: [C:1]([CH3:2])(=[O:3])[OH:4].[C:5]([CH3:6])(=[O:7])[NH:8][C:9]([C:10](=[O:11])[OH:12])=[CH:13][c:14]1[cH:15][c:16]([O:21][CH3:22])[c:17]([OH:20])[cH:18][cH:19]1.[CH3:27][P:28]([c:29]1[cH:30][cH:31][cH:32][cH:33][cH:34]1)[CH2:35][c:36]1[c:37]([O:38][CH3:39])[cH:40][cH:41][cH:42][cH:43]1.[CH3:52][OH:53].[H:25][H:26].[Na+:24].[OH-:23].[OH2:51].[Rh:50].[cH:44]1[cH:45][cH:46][cH:47][cH:48][cH:49]1>>[C:1]([CH3:2])(=[O:3])[O-:4].[C:5]([CH3:6])(=[O:7])[NH:8][CH:9]([C:10](=[O:11])[OH:12])[CH2:13][c:14]1[cH:15][c:16]([O:21][CH3:22])[c:17]([OH:20])[cH:18][cH:19]1. Procedure details: A mixture of 3,5-difluorophenol (TCI, 14 g, 107 mmol), tert-butyl methyl ether (12.8 ml, 108 mmol) and zirconium(IV) chloride (25 g, 107 mmol) was stirred for 12 hours at 55° C., followed by addition of tert-butyl methyl ether (6.4 ml, 54 mmol). The additional injection of tert-butyl methyl ether (6.4 ml, 54 mmol), was repeated 8 times at intervals of 24 hours and then the reaction was quenched with saturated ammonium chloride aqueous solution and 2 M HCl aqueous solution. The whole was extracte... RXN SMILES: [F:1][C:2]1[CH:3]=[C:4]([OH:9])[CH:5]=[C:6]([F:8])[CH:7]=1.CO[C:12]([CH3:15])([CH3:14])[CH3:13]>[Cl-].[Zr+4].[Cl-].[Cl-].[Cl-]>[C:12]([C:7]1[C:2]([F:1])=[CH:3][C:4]([OH:9])=[CH:5][C:6]=1[F:8])([CH3:15])([CH3:14])[CH3:13] |f:2.3.4.5.6|. Reaction conditions: temperature 55 celsius, time 12 hour. The product is C(C)(C)(C)C1=C(C=C(C=C1F)O)F (4-tert-Butyl-3,5-difluorophenol). The reagents and catalysts are [Cl-].[Zr+4].[Cl-].[Cl-].[Cl-] (zirconium(IV) chloride). Starting materials: COC(C)(C)C (tert-butyl methyl ether), FC=1C=C(C=C(C1)F)O (3,5-difluorophenol), COC(C)(C)C (tert-butyl methyl ether), COC(C)(C)C (tert-butyl methyl ether). Isolated yield 54.2%. Starting materials: resultant mixture, C(C)OC(=O)C=1CN(CCC1N)C(C1=CC=C(C=C1)Cl)=O (Ethyl-4-amino-1-(4-chlorobenzoyl)-1,2,5,6-tetrahydropyridine-3-carboxylate), N1=CC=CC=C1 (pyridine), C(OC1=CC=CC=C1)(=O)Cl (phenyl chlorocarbonate), O (water). The solvent is C(Cl)Cl (methylene chloride). The product is C(C)OC(=O)C=1CN(CCC1NC(=O)OC1=CC=CC=C1)C(C1=CC=C(C=C1)Cl)=O (ethyl-4-phenoxycarbonylamino-1-(4-chlorobenzoyl)-1,2,5,6-tetrahydropyridine-3-carboxylate). RXN SMILES: [CH2:1]([O:3][C:4]([C:6]1[CH2:7][N:8]([C:13](=[O:21])[C:14]2[CH:19]=[CH:18][C:17]([Cl:20])=[CH:16][CH:15]=2)[CH2:9][CH2:10][C:11]=1[NH2:12])=[O:5])[CH3:2].N1C=CC=CC=1.[C:28](Cl)(=[O:36])[O:29][C:30]1[CH:35]=[CH:34][CH:33]=[CH:32][CH:31]=1.O>C(Cl)Cl>[CH2:1]([O:3][C:4]([C:6]1[CH2:7][N:8]([C:13](=[O:21])[C:14]2[CH:15]=[CH:16][C:17]([Cl:20])=[CH:18][CH:19]=2)[CH2:9][CH2:10][C:11]=1[NH:12][C:28]([O:29][C:30]1[CH:35]=[CH:34][CH:33]=[CH:32][CH:31]=1)=[O:36])=[O:5])[CH3:2]. Procedure details: Ethyl-4-amino-1-(4-chlorobenzoyl)-1,2,5,6-tetrahydropyridine-3-carboxylate (7.0 g) was dissolved in methylene chloride (140 ml), pyridine (6.0 ml) and phenyl chlorocarbonate (6.0 ml) were added under ice cooling, and the resultant mixture was stirred at room temperature for 2 hours. To the reaction solution, water was added and the mixture was extracted with methylene chloride. After the organic layer was washed with citric acid solution and a saturated saline solution, the organic layer was dri... The reactants are [H-].[Na+] (sodium hydride), C(C)(C)(C)OC(NC1=NC=CC(=C1)C=1OC(=NN1)CCC1=CC(=CC=C1)F)=O (tert-butyl[4-[5-[2-(3-fluorophenyl)ethyl]-1,3,4-oxadiazol-2-yl]-2-pyridyl]carbamate), C1(=CC=CC=C1)CCCBr (3-phenylpropyl bromide), [I-].[K+] (potassium iodide). Solvent: CN(C=O)C (N,N-dimethylformamide), C(C)(=O)OCC (ethyl acetate). Reaction conditions: time 10 minute. Yields the product C(C)(C)(C)OC(N(CCCC1=CC=CC=C1)C1=NC=CC(=C1)C=1OC(=NN1)CCC1=CC(=CC=C1)F)=O (tert-butyl[4-[5-[2-(3-fluorophenyl)ethyl]-1,3,4-oxadiazol-2-yl]-2-pyridyl](3-phenylpropyl)carbamate). The yield is 65.9%. Reaction SMILES: [C:1]([O:5][C:6](=[O:28])[NH:7][C:8]1[CH:13]=[C:12]([C:14]2[O:15][C:16]([CH2:19][CH2:20][C:21]3[CH:26]=[CH:25][CH:24]=[C:23]([F:27])[CH:22]=3)=[N:17][N:18]=2)[CH:11]=[CH:10][N:9]=1)([CH3:4])([CH3:3])[CH3:2].[H-].[Na+].[C:31]1([CH2:37][CH2:38][CH2:39]Br)[CH:36]=[CH:35][CH:34]=[CH:33][CH:32]=1.[I-].[K+]>CN(C)C=O.C(OCC)(=O)C>[C:1]([O:5][C:6](=[O:28])[N:7]([C:8]1[CH:13]=[C:12]([C:14]2[O:15][C:16]([CH2:19][CH2:20][C:21]3[CH:26]=[CH:25][CH:24]=[C:23]([F:27])[CH:22]=3)=[N:17][N:18]=2)[CH:11]=[CH:10][N:9]=1)[CH2:39][CH2:38][CH2:37][C:31]1[CH:36]=[CH:35][CH:34]=[CH:33][CH:32]=1)([CH3:4])([CH3:2])[CH3:3] |f:1.2,4.5|. Reported procedure: To a suspension of tert-butyl[4-[5-[2-(3-fluorophenyl)ethyl]-1,3,4-oxadiazol-2-yl]-2-pyridyl]carbamate (270 mg, 0.70 mmol) in N,N-dimethylformamide (5 mL) was added sodium hydride (60% in oil, 34 mg, 0.84 mmol) at room temperature, and the resulting mixture was stirred for 10 min. To this reaction mixture were added 3-phenylpropyl bromide (167 mg, 0.84 mmol) and potassium iodide (10 mg), and the mixture was further stirred at room temperature for 5 hr. The reaction mixture was diluted with ethyl... Reported procedure: 6-Cyano-3,4-epoxy-3,4-dihydro-2,2-dimethyl-2H-1-benzopyran (8.0 g) and tert-butyl carbazate (6.3 g) were dissolved in 40 ml of ethanol and the solution was heated under reflux for 28 hours. The resulting ethanol was distilled off and the residue was recrystallized from 80 ml of hexane and 8 ml of ethanol to yield 8.7 g of trans-4-(2-tert-butoxycarbonylhydrazino)-6-cyano-3,4-dihydro-2,2-dimethyl-2H-1-benzopyran-3-ol as white crystals, m.p. 136°-138° C. Reaction SMILES: [C:1]([C:3]1[CH:4]=[CH:5][C:6]2[O:11][C:10]([CH3:13])([CH3:12])[CH:9]3[O:14][CH:8]3[C:7]=2[CH:15]=1)#[N:2].[C:16]([O:20][C:21]([CH3:24])([CH3:23])[CH3:22])(=[O:19])[NH:17][NH2:18]>C(O)C>[C:21]([O:20][C:16]([NH:17][NH:18][C@@H:8]1[C:7]2[CH:15]=[C:3]([C:1]#[N:2])[CH:4]=[CH:5][C:6]=2[O:11][C:10]([CH3:13])([CH3:12])[C@H:9]1[OH:14])=[O:19])([CH3:24])([CH3:23])[CH3:22]. Reactants: C(#N)C=1C=CC2=C(C3C(C(O2)(C)C)O3)C1 (6-Cyano-3,4-epoxy-3,4-dihydro-2,2-dimethyl-2H-1-benzopyran), C(NN)(=O)OC(C)(C)C (tert-butyl carbazate). Run in C(C)O (ethanol). Product: C(C)(C)(C)OC(=O)NN[C@H]1[C@@H](C(OC2=C1C=C(C=C2)C#N)(C)C)O (trans-4-(2-tert-butoxycarbonylhydrazino)-6-cyano-3,4-dihydro-2,2-dimethyl-2H-1-benzopyran-3-ol). Isolated yield 65.6%. Starting materials: FC(C1=CC=C(OCC2CN(CCC2)C(=O)C2CCC(CC2)=O)C=C1)(F)F (4-[3-(4-Trifluoromethyl-phenoxymethyl)-piperidine-1-carbonyl]-cyclohexanone), [H-].[Al+3].[Li+].[H-].[H-].[H-] (lithium aluminum hydride). Solvent: C1CCOC1 (THF). Reaction conditions: temperature 0 celsius, time 30 minute. Yields the product FC(C1=CC=C(OCC2CN(CCC2)CC2CCC(CC2)O)C=C1)(F)F (4-[3-(4-Trifluoromethyl-phenoxymethyl)-piperidin-1-ylmethyl]-cyclohexanol). RXN SMILES: [F:1][C:2]([F:27])([F:26])[C:3]1[CH:25]=[CH:24][C:6]([O:7][CH2:8][CH:9]2[CH2:14][CH2:13][CH2:12][N:11]([C:15]([CH:17]3[CH2:22][CH2:21][C:20](=[O:23])[CH2:19][CH2:18]3)=O)[CH2:10]2)=[CH:5][CH:4]=1.[H-].[Al+3].[Li+].[H-].[H-].[H-]>C1COCC1>[F:26][C:2]([F:1])([F:27])[C:3]1[CH:25]=[CH:24][C:6]([O:7][CH2:8][CH:9]2[CH2:14][CH2:13][CH2:12][N:11]([CH2:15][CH:17]3[CH2:18][CH2:19][CH:20]([OH:23])[CH2:21][CH2:22]3)[CH2:10]2)=[CH:5][CH:4]=1 |f:1.2.3.4.5.6|. Reported procedure: 4-[3-(4-Trifluoromethyl-phenoxymethyl)-piperidine-1-carbonyl]-cyclohexanone (27 mg, 0.070 mmol) was dissolved in 1 mL of THF and excess lithium aluminum hydride (27 mg, ca. 10 equivalents) was added. The solution was heated to reflux for 5 minutes, cooled to 0° C., and quenched by dropwise addition of 0.5 mL 1M NaOH. Additional THF (10 mL) was added, and the suspension was stirred at room temperature for 30 minutes and then filtered though a plug of sodium sulfate. The solution thus obtained was... Reactants: C12C(OC(C2C1)=O)=O (3-oxabicyclo(3.1.0)hexane-2,4-dione), NC1=CC=C(C(=O)OCC)C=C1 (ethyl 4-aminobenzoate), CC1(CC(=O)OC(C1)=O)C (3,3-dimethylglutaric anhydride). Yields the product O=C1C2CC2C(N1C1=CC=C(C(=O)OC)C=C1)=O (methyl 4-(2,4-dioxo-3-azabicyclo(3.1.0)hex-3-yl)benzoate). Reaction SMILES: [CH:1]12[CH2:6][CH:5]1[C:4](=[O:7])O[C:2]2=[O:8].[NH2:9][C:10]1[CH:20]=[CH:19][C:13]([C:14]([O:16][CH2:17]C)=[O:15])=[CH:12][CH:11]=1.CC1(C)CC(=O)OC(=O)C1>>[O:7]=[C:4]1[N:9]([C:10]2[CH:11]=[CH:12][C:13]([C:14]([O:16][CH3:17])=[O:15])=[CH:19][CH:20]=2)[C:2](=[O:8])[CH:1]2[CH:5]1[CH2:6]2. Reported procedure: The desired product was prepared by substituting methyl 4-aminobenzoate and 3-oxabicyclo(3.1.0)hexane-2,4-dione for ethyl 4-aminobenzoate and 3,3-dimethylglutaric anhydride, respectively, in Example 119A. MS (DCI) m/e 263 (M+NH4)+. The reactants are [OH-].[Na+] (sodium hydroxide), ClCCC(C)(C)C (1-Chloro-3,3-dimethylbutane), [Mg] (magnesium), II (iodine crystals), C(C)OCC (diethyl ether). Run at time 1 hour. Yields the product CC(CCC(=O)O)(C)C (4,4-dimethyl pentanoic acid). As a reaction SMILES: Cl[CH2:2][CH2:3][C:4]([CH3:7])([CH3:6])[CH3:5].[Mg].II.[OH-:11].[Na+].C([O:15][CH2:16]C)C>>[CH3:5][C:4]([CH3:7])([CH3:6])[CH2:3][CH2:2][C:16]([OH:15])=[O:11] |f:3.4|. Procedure details: 1-Chloro-3,3-dimethylbutane (log) was added dropwise to magnesium turnings (2 g) with an initiating amount of iodine crystals in dry diethyl ether (100 ml) and Grignard formation allowed to proceed to completion over 1 hour. The mixture was poured onto dry ice (50 g) very slowly and 0.5 N sodium hydroxide added and the basic aqueous layer provided extracted with diethyl ether (x2). The basic aqueous layer was acidified and extracted with diethyl ether which was dried over magnesium sulphate, fil...